This data is from the Open Reaction Database (ORD), a public repository of structured organic reaction records. The task is: describe an organic reaction: reactants, conditions, products, and yield Starting materials: OBO, COc1cc2c(cc1Br)C(c1cccc(C#N)c1)=NCC(=O)N2C, COc1ccccc1B(O)O, c1ccccc1. The product is COc1ccccc1-c1cc2c(cc1OC)N(C)C(=O)CN=C2c1cccc(C#N)c1. As a reaction SMILES: [BH:25]([OH:26])[OH:27].[Br:1][c:2]1[cH:3][c:4]2[c:5]([cH:21][c:22]1[O:23][CH3:24])[N:6]([CH3:20])[C:7](=[O:19])[CH2:8][N:9]=[C:10]2[c:11]1[cH:12][c:13]([C:14]#[N:15])[cH:16][cH:17][cH:18]1.[CH3:34][O:35][c:36]1[c:37]([B:42]([OH:43])[OH:44])[cH:38][cH:39][cH:40][cH:41]1.[cH:28]1[cH:29][cH:30][cH:31][cH:32][cH:33]1>>[c:2]1(-[c:37]2[c:36]([O:35][CH3:34])[cH:41][cH:40][cH:39][cH:38]2)[cH:3][c:4]2[c:5]([cH:21][c:22]1[O:23][CH3:24])[N:6]([CH3:20])[C:7](=[O:19])[CH2:8][N:9]=[C:10]2[c:11]1[cH:12][c:13]([C:14]#[N:15])[cH:16][cH:17][cH:18]1. Starting materials: CN(C)c1ccncc1, CCN(C(C)C)C(C)C, COC(=O)Cl, ClCCl, CC(C)(C)OC(=O)N1CCCC(C(C)(OCCN)c2cccc(Cl)c2)C1. Yields the product COC(=O)NCCOC(C)(c1cccc(Cl)c1)C1CCCN(C(=O)OC(C)(C)C)C1. As a reaction SMILES: [CH3:41][N:42]([c:43]1[cH:44][cH:45][n:46][cH:47][cH:48]1)[CH3:49].[CH:27]([N:28]([CH2:29][CH3:30])[CH:31]([CH3:32])[CH3:33])([CH3:34])[CH3:35].[Cl:36][C:37](=[O:38])[O:39][CH3:40].[Cl:50][CH2:51][Cl:52].[NH2:1][CH2:2][CH2:3][O:4][C:5]([CH3:6])([c:7]1[cH:8][c:9]([Cl:13])[cH:10][cH:11][cH:12]1)[CH:14]1[CH2:15][N:16]([C:20](=[O:21])[O:22][C:23]([CH3:24])([CH3:25])[CH3:26])[CH2:17][CH2:18][CH2:19]1>>[NH:1]([CH2:2][CH2:3][O:4][C:5]([CH3:6])([c:7]1[cH:8][c:9]([Cl:13])[cH:10][cH:11][cH:12]1)[CH:14]1[CH2:15][N:16]([C:20](=[O:21])[O:22][C:23]([CH3:24])([CH3:25])[CH3:26])[CH2:17][CH2:18][CH2:19]1)[C:37](=[O:38])[O:39][CH3:40].